Dataset: the Open Reaction Database (ORD), a public repository of structured organic reaction records. Task: describe an organic reaction: reactants, conditions, products, and yield Starting materials: O (Water), C1(CC1)C(CNC(=O)C=1N=NC(=CC1)Cl)O (6-chloropyridazine-3-carboxylic acid (2-cyclopropyl-2-hydroxyethyl)amide), N12CCCCCC2=NCCC1 (1,8-diazabicylco[5.4.0]undec-7-ene), N1(CCNCC1)C(=O)C1=C(C=CC=C1)C(F)(F)F (piperazin-1-yl-(2-trifluoromethylphenyl)methanone). The reagents and catalysts are [N+](CCCC)(CCCC)(CCCC)CCCC.[I-] (Bu4NI). Run in CN(C)C=O (DMF). Run at temperature 80 celsius. Product: C1(CC1)C(CNC(=O)C=1N=NC(=CC1)N1CCN(CC1)C(C1=C(C=CC=C1)C(F)(F)F)=O)O (6-[4-(2-TRIFLUOROMETHYLBENZOYL)PIPERAZIN-1-YL]PYRIDAZINE-3-CARBOXYLIC ACID (2-CYCLOPROPYL-2-HYDROXYETHYL)AMIDE). The yield is 31.9%. RXN SMILES: [CH:1]1([CH:4]([OH:16])[CH2:5][NH:6][C:7]([C:9]2[N:10]=[N:11][C:12](Cl)=[CH:13][CH:14]=2)=[O:8])[CH2:3][CH2:2]1.N12CCCN=C1CCCCC2.[N:28]1([C:34]([C:36]2[CH:41]=[CH:40][CH:39]=[CH:38][C:37]=2[C:42]([F:45])([F:44])[F:43])=[O:35])[CH2:33][CH2:32][NH:31][CH2:30][CH2:29]1.O>CN(C=O)C.[N+](CCCC)(CCCC)(CCCC)CCCC.[I-]>[CH:1]1([CH:4]([OH:16])[CH2:5][NH:6][C:7]([C:9]2[N:10]=[N:11][C:12]([N:31]3[CH2:32][CH2:33][N:28]([C:34](=[O:35])[C:36]4[CH:41]=[CH:40][CH:39]=[CH:38][C:37]=4[C:42]([F:45])([F:43])[F:44])[CH2:29][CH2:30]3)=[CH:13][CH:14]=2)=[O:8])[CH2:3][CH2:2]1 |f:5.6|. Procedure details: To a solution of 6-chloropyridazine-3-carboxylic acid (2-cyclopropyl-2-hydroxyethyl)amide (58 mg, 0.24 mmol) in 10 mL of DMF was added 1,8-diazabicylco[5.4.0]undec-7-ene (0.109 g), piperazin-1-yl-(2-trifluoromethylphenyl)methanone (86.7 mg, 0.33 mmol) and Bu4NI (4 mg, 0.01 mmol). The mixture was heated at 80° C. overnight. Water was added and the mixture was extracted with ethyl acetate (2×15 mL). The organic extract was washed with diluted HCl, followed by bicarbonate solution and brine, then d... The reactants are CCOC(=O)Cn1cc(-c2oc3cc(OC)ccc3c2C(=O)c2cc(OC)c(OC)c(OC)c2)cn1, C1CCOC1, [Na+], [OH-], O. Product: [Na+], COc1ccc2c(C(=O)c3cc(OC)c(OC)c(OC)c3)c(-c3cnn(CC(=O)[O-])c3)oc2c1. Reaction SMILES: [CH2:1]([CH3:2])[O:3][C:4]([CH2:5][n:6]1[n:7][cH:8][c:9](-[c:11]2[o:12][c:13]3[c:14]([c:15]2[C:16]([c:17]2[cH:18][c:19]([O:27][CH3:28])[c:20]([O:25][CH3:26])[c:21]([O:23][CH3:24])[cH:22]2)=[O:29])[cH:30][cH:31][c:32]([O:34][CH3:35])[cH:33]3)[cH:10]1)=[O:36].[CH2:39]1[O:40][CH2:41][CH2:42][CH2:43]1.[Na+:38].[OH-:37].[OH2:44]>>[Na+:38].[O:3]=[C:4]([CH2:5][n:6]1[n:7][cH:8][c:9](-[c:11]2[o:12][c:13]3[c:14]([c:15]2[C:16]([c:17]2[cH:18][c:19]([O:27][CH3:28])[c:20]([O:25][CH3:26])[c:21]([O:23][CH3:24])[cH:22]2)=[O:29])[cH:30][cH:31][c:32]([O:34][CH3:35])[cH:33]3)[cH:10]1)[O-:36]. Reactants: C1(CCCCC1)N (cyclohexylamine), C(C)(C)(C)S(=O)(=O)C[C@H](C(=O)O)CC1=CC=CC2=CC=CC=C12 ((S)-3-tert-butylsulfonyl-2-(1-naphthylmethyl)propionic acid). Product: C1(=CC=CC=C1)[C@@H](C)N ((R)-1-phenylethylamine). RXN SMILES: C1([NH2:7])CCCCC1.C(S(C[C@@H:16]([CH2:20][C:21]1[C:30]2[C:25](=CC=CC=2)[CH:24]=[CH:23][CH:22]=1)C(O)=O)(=O)=O)(C)(C)C>>[C:21]1([C@H:20]([NH2:7])[CH3:16])[CH:30]=[CH:25][CH:24]=[CH:23][CH:22]=1. Procedure: 3-Substituted 2-sulfonylmethylpropionic acids have been prepared in moderate e.e. (enantiomeric excess), i.e. up to around 80% e.e. in two steps, from the corresponding allyl sulfides, by sequential asymmetric hydrogenation and oxidation at sulfur (DE-A-4233100; Jendralla, Tetrahedron: Asymmetry (1994) 5:1183-1186; Beck et al, Tetrahedron (1994) 50:4691-4698; Jendrella, Proceedings of Chira Tech '97 (The Catalyst Group). The requisite allyl sulfides are normally prepared as E/Z mixtures by a Wit... The reactants are Cc1c(OCc2ccccc2)cc2c(c1C)OC(C)(C)OC2, CCO, [H][H]. Product: Cc1c(O)cc2c(c1C)OC(C)(C)OC2. Reaction SMILES: [CH2:1]([c:2]1[cH:3][cH:4][cH:5][cH:6][cH:7]1)[O:8][c:9]1[c:10]([CH3:22])[c:11]([CH3:21])[c:12]2[c:13]([cH:20]1)[CH2:14][O:15][C:16]([CH3:18])([CH3:19])[O:17]2.[CH3:25][CH2:26][OH:27].[H:23][H:24]>>[OH:8][c:9]1[c:10]([CH3:22])[c:11]([CH3:21])[c:12]2[c:13]([cH:20]1)[CH2:14][O:15][C:16]([CH3:18])([CH3:19])[O:17]2. Starting materials: BrC1=NC(=CC(=C1)CO)Br (2,6-dibromo-4-(hydroxymethyl)pyridine), BrP(C1=CC=CC=C1)(C1=CC=CC=C1)(C1=CC=CC=C1)Br (dibromotriphenylphosphorane). The solvent is ClCCl (dichloromethane), ClCCl (dichloromethane), ClCCl (dichloromethane). Reaction conditions: temperature 20 celsius, time 2 hour. The product is BrC1=NC(=CC(=C1)CBr)Br (2,6-dibromo-4-(bromomethyl)pyridine). The yield is 56.5%. RXN SMILES: [Br:1][C:2]1[CH:7]=[C:6]([CH2:8]O)[CH:5]=[C:4]([Br:10])[N:3]=1.[Br:11]P(Br)(C1C=CC=CC=1)(C1C=CC=CC=1)C1C=CC=CC=1>ClCCl>[Br:1][C:2]1[CH:7]=[C:6]([CH2:8][Br:11])[CH:5]=[C:4]([Br:10])[N:3]=1. Reported procedure: A solution of 0.5 g of 2,6-dibromo-4-(hydroxymethyl)pyridine in 7 ml of dichloromethane is added dropwise to a solution of 0.95 g of dibromotriphenylphosphorane in 5 ml of dichloromethane, under an inert atmosphere of argon at a temperature in the region of 0° C. The mixture is stirred to a temperature in the region of 20° C. over about 2 hours. The reaction medium is taken up in 100 ml of dichloromethane and then washed with 100 ml of water. The organic phase is dried over magnesium sulfate, fi... The reactants are CCOc1cc(N2CCN(C(C)C)CC2)ccc1N, C[O-], CO, CCCCCC, O=C(Nc1c(F)cccc1F)c1cccc(-c2nc3ccccn3c2-c2ccnc(Cl)n2)c1, ClCCl, Cl, [Na+], C1COCCO1, OCC(F)(F)F. The product is CCOc1cc(N2CCN(C(C)C)CC2)ccc1Nc1nccc(-c2c(-c3cccc(C(=O)Nc4c(F)cccc4F)c3)nc3ccccn23)n1. RXN SMILES: [CH2:34]([CH3:35])[O:36][c:37]1[c:38]([NH2:52])[cH:39][cH:40][c:41]([N:43]2[CH2:44][CH2:45][N:46]([CH:49]([CH3:50])[CH3:51])[CH2:47][CH2:48]2)[cH:42]1.[CH3:60][O-:61].[CH3:69][OH:70].[CH3:74][CH2:75][CH2:76][CH2:77][CH2:78][CH3:79].[Cl:1][c:2]1[n:3][cH:4][cH:5][c:6](-[c:8]2[c:9](-[c:17]3[cH:18][c:19]([C:20](=[O:21])[NH:22][c:23]4[c:24]([F:30])[cH:25][cH:26][cH:27][c:28]4[F:29])[cH:31][cH:32][cH:33]3)[n:10][c:11]3[n:12]2[cH:13][cH:14][cH:15][cH:16]3)[n:7]1.[Cl:71][CH2:72][Cl:73].[ClH:53].[Na+:62].[O:54]1[CH2:55][CH2:56][O:57][CH2:58][CH2:59]1.[OH:63][CH2:64][C:65]([F:66])([F:67])[F:68]>>[c:2]1([NH:52][c:38]2[c:37]([O:36][CH2:34][CH3:35])[cH:42][c:41]([N:43]3[CH2:44][CH2:45][N:46]([CH:49]([CH3:50])[CH3:51])[CH2:47][CH2:48]3)[cH:40][cH:39]2)[n:3][cH:4][cH:5][c:6](-[c:8]2[c:9](-[c:17]3[cH:18][c:19]([C:20](=[O:21])[NH:22][c:23]4[c:24]([F:30])[cH:25][cH:26][cH:27][c:28]4[F:29])[cH:31][cH:32][cH:33]3)[n:10][c:11]3[n:12]2[cH:13][cH:14][cH:15][cH:16]3)[n:7]1.